The task is: describe an organic reaction: reactants, conditions, products, and yield. This data is from the Open Reaction Database (ORD), a public repository of structured organic reaction records. Reaction SMILES: [CH3:1][NH:2][C:3]([NH:4][CH2:5][CH:6]1[CH:7]([OH:20])[CH2:8][CH:9]([n:11]2[c:12](=[O:13])[nH:14][c:15](=[O:16])[c:17]([CH3:18])[cH:19]2)[O:10]1)=[O:21].[CH3:26][C:27](=[O:28])[OH:29].[N:22](=[O:23])[O-:24].[Na+:25]>>[CH3:1][N:2]([C:3]([NH:4][CH2:5][CH:6]1[CH:7]([OH:20])[CH2:8][CH:9]([n:11]2[c:12](=[O:13])[nH:14][c:15](=[O:16])[c:17]([CH3:18])[cH:19]2)[O:10]1)=[O:21])[N:22]=[O:23]. The reactants are CNC(=O)NCC1OC(n2cc(C)c(=O)[nH]c2=O)CC1O, CC(=O)O, O=N[O-], [Na+]. The product is Cc1cn(C2CC(O)C(CNC(=O)N(C)N=O)O2)c(=O)[nH]c1=O. Starting materials: ON1C(CCC1=O)=O (N-hydroxysuccinimide), N1([C@H](C(=O)N[C@H](CC2=CNC3=CC=CC=C23)C(=O)NCC(=O)O)CCC1)C(=O)OC(C)(C)C (BocPro-DTrp-GlyOH), N[C@H](CC1=CNC2=CC=CC=C12)C(=O)N[C@@H](CC(C)C)C(=O)N[C@@H](CCSC)C(=O)N.FC(F)(F)C(=O)O (HDTrp-Leu-MetNH2 trifluoroacetate), C1(CCCCC1)N=C=NC1CCCCC1 (dicyclohexylcarbodiimide). Product: N1([C@H](C(=O)N[C@H](CC2=CNC3=CC=CC=C23)C(=O)NCC(=O)N[C@H](CC2=CNC3=CC=CC=C23)C(=O)N[C@@H](CC(C)C)C(=O)N[C@@H](CCSC)C(=O)N)CCC1)C(=O)OC(C)(C)C (BocPro-DTrp-Gly-DTrp-Leu-MetNH2). The yield is 36.0%. Reaction SMILES: [N:1]1([C:27]([O:29][C:30]([CH3:33])([CH3:32])[CH3:31])=[O:28])[CH2:26][CH2:25][CH2:24][C@H:2]1[C:3]([NH:5][C@@H:6]([C:17]([NH:19][CH2:20][C:21](O)=[O:22])=[O:18])[CH2:7][C:8]1[C:16]2[C:11](=[CH:12][CH:13]=[CH:14][CH:15]=2)[NH:10][CH:9]=1)=[O:4].[NH2:34][C@@H:35]([C:46]([NH:48][C@H:49]([C:54]([NH:56][C@H:57]([C:62]([NH2:64])=[O:63])[CH2:58][CH2:59][S:60][CH3:61])=[O:55])[CH2:50][CH:51]([CH3:53])[CH3:52])=[O:47])[CH2:36][C:37]1[C:45]2[C:40](=[CH:41][CH:42]=[CH:43][CH:44]=2)[NH:39][CH:38]=1.FC(C(O)=O)(F)F.C1(N=C=NC2CCCCC2)CCCCC1.ON1C(=O)CCC1=O>>[N:1]1([C:27]([O:29][C:30]([CH3:33])([CH3:32])[CH3:31])=[O:28])[CH2:26][CH2:25][CH2:24][C@H:2]1[C:3]([NH:5][C@@H:6]([C:17]([NH:19][CH2:20][C:21]([NH:34][C@@H:35]([C:46]([NH:48][C@H:49]([C:54]([NH:56][C@H:57]([C:62]([NH2:64])=[O:63])[CH2:58][CH2:59][S:60][CH3:61])=[O:55])[CH2:50][CH:51]([CH3:53])[CH3:52])=[O:47])[CH2:36][C:37]1[C:45]2[C:40](=[CH:41][CH:42]=[CH:43][CH:44]=2)[NH:39][CH:38]=1)=[O:22])=[O:18])[CH2:7][C:8]1[C:16]2[C:11](=[CH:12][CH:13]=[CH:14][CH:15]=2)[NH:10][CH:9]=1)=[O:4] |f:1.2|. Procedure details: Condensation of BocPro-DTrp-GlyOH (1.00 g.) and HDTrp-Leu-MetNH2 trifluoroacetate salt (1.10 g.) using dicyclohexylcarbodiimide and N-hydroxysuccinimide gave BocPro-DTrp-Gly-DTrp-Leu-MetNH2 in 36% yield. De-t-butoxycarbonylation of BocPro-DTrp-Gly-DTrp-Leu-MetNH2 (0.68 g.) using trifluoroacetic acid in methyl ethyl sulfide and ethanedithiol gave HPro-DTrp-Gly-DTrp-Leu-MetNH2, which was isolated as the amorphous white solid phosphate (2:3) salt in 59% yield. The reactants are IC1=CC(=CC=2N(C(OC21)=O)CC(=O)OC)[N+](=O)[O-] (methyl (7-iodo-5-nitro-2-oxo-1,3-benzoxazol-3(2H)-yl)acetate), C(#C)C=1C=C(C=CC1)NC(OC(C)(C)C)=O (tert-butyl (3-ethynylphenyl)carbamate). Yields the product C(C)(C)(C)OC(=O)NC=1C=C(C=CC1)C#CC1=CC(=CC=2N(C(OC21)=O)CC(=O)OC)[N+](=O)[O-] (Methyl [7-({3-[(tert-butoxycarbonyl)amino]phenyl}ethynyl)-5-nitro-2-oxo-1,3-benzoxazol-3(2H)-yl]acetate). RXN SMILES: I[C:2]1[C:10]2[O:9][C:8](=[O:11])[N:7]([CH2:12][C:13]([O:15][CH3:16])=[O:14])[C:6]=2[CH:5]=[C:4]([N+:17]([O-:19])=[O:18])[CH:3]=1.[C:20]([C:22]1[CH:23]=[C:24]([NH:28][C:29](=[O:35])[O:30][C:31]([CH3:34])([CH3:33])[CH3:32])[CH:25]=[CH:26][CH:27]=1)#[CH:21]>>[C:31]([O:30][C:29]([NH:28][C:24]1[CH:23]=[C:22]([C:20]#[C:21][C:2]2[C:10]3[O:9][C:8](=[O:11])[N:7]([CH2:12][C:13]([O:15][CH3:16])=[O:14])[C:6]=3[CH:5]=[C:4]([N+:17]([O-:19])=[O:18])[CH:3]=2)[CH:27]=[CH:26][CH:25]=1)=[O:35])([CH3:34])([CH3:33])[CH3:32]. Reported procedure: The desired compound was prepared according to the procedure of Example B5, step C, using methyl (7-iodo-5-nitro-2-oxo-1,3-benzoxazol-3(2H)-yl)acetate and tert-butyl (3-ethynylphenyl)carbamate as the starting materials in quantitative yield. LCMS for C23H21N3O8Na (M+Na)+: m/z=490.0. The reactants are ClC1=CC=C2C(=C1)NC(C21C(NC(CC1C1=C(C=CC(=C1)Cl)OCC(C)(C)C(=O)O)=O)C1=C(C=CC(=C1)F)C)=O (racemic (2′S,3S,4′R)-6-chloro-4′-[5-chloro-2-(2-hydroxycarbonyl-2-methyl-propoxy)-phenyl]-2′-(5-fluoro-2-methylphenyl)spiro[3H-indole-3,3′-piperidine]-2,6′(1H)-dione), CNC (dimethylamine), CCN=C=NCCCN(C)C.Cl (EDC.HCl), C=1C=CC2=C(C1)N=NN2O (HOBt), CCN(C(C)C)C(C)C (DIPEA). Solvent: C1CCOC1 (THF). Reaction conditions: time 4 hour. Product: ClC1=CC=C2C(=C1)NC(C21C(NC(CC1C1=C(C=CC(=C1)Cl)OCC(C)(C)C(N(C)C)=O)=O)C1=C(C=CC(=C1)F)C)=O (Racemic (2′S,3S,4′R)-6-chloro-4′-[5-chloro-2-(2-dimethylcarbamoyl-2-methyl-propoxy)-phenyl]-2′-(5-fluoro-2-methylphenyl)-spiro[3H-indole-3,3′-piperidine]-2,6′(1H)-dione). Isolated yield 23.3%. As a reaction SMILES: [Cl:1][C:2]1[CH:7]=[C:6]2[NH:8][C:9](=[O:40])[C:10]3([CH:15]([C:16]4[CH:21]=[C:20]([Cl:22])[CH:19]=[CH:18][C:17]=4[O:23][CH2:24][C:25]([C:28](O)=[O:29])([CH3:27])[CH3:26])[CH2:14][C:13](=[O:31])[NH:12][CH:11]3[C:32]3[CH:37]=[C:36]([F:38])[CH:35]=[CH:34][C:33]=3[CH3:39])[C:5]2=[CH:4][CH:3]=1.[CH3:41][NH:42][CH3:43].CCN=C=NCCCN(C)C.Cl.C1C=CC2N(O)N=NC=2C=1.CCN(C(C)C)C(C)C>C1COCC1>[Cl:1][C:2]1[CH:7]=[C:6]2[NH:8][C:9](=[O:40])[C:10]3([CH:15]([C:16]4[CH:21]=[C:20]([Cl:22])[CH:19]=[CH:18][C:17]=4[O:23][CH2:24][C:25]([C:28](=[O:29])[N:42]([CH3:43])[CH3:41])([CH3:26])[CH3:27])[CH2:14][C:13](=[O:31])[NH:12][CH:11]3[C:32]3[CH:37]=[C:36]([F:38])[CH:35]=[CH:34][C:33]=3[CH3:39])[C:5]2=[CH:4][CH:3]=1 |f:2.3|. Procedure: To a mixture of racemic (2′S,3S,4′R)-6-chloro-4′-[5-chloro-2-(2-hydroxycarbonyl-2-methyl-propoxy)-phenyl]-2′-(5-fluoro-2-methylphenyl)spiro[3H-indole-3,3′-piperidine]-2,6′(1H)-dione (40 mg, 0.07 mmol), dimethylamine hydrochloric salt (8.2 mg, 0.1 mmol), EDC.HCl (20 mg, 0.1 mmol), and HOBt (14 mg, 0.1 mmol) in THF (5 mL) was added DIPEA (0.018 mL, 0.2 mmol) at r.t. The reaction mixture was stirred for 4 h, then concentrated and partitioned between ethyl acetate and water. The organic layer was se... Reactants: C=O, C1CNCCN1, COc1c(O)cc(O)c2c(=O)cc(-c3ccccc3)oc12, CO. Yields the product COc1c(O)c(CN2CCNCC2)c(O)c2c(=O)cc(-c3ccccc3)oc12. RXN SMILES: [CH2:22]=[O:23].[CH2:24]1[CH2:25][NH:26][CH2:27][CH2:28][NH:29]1.[CH3:1][O:2][c:3]1[c:4]([OH:5])[cH:6][c:7]([OH:8])[c:9]2[c:10]1[o:11][c:12](-[c:16]1[cH:17][cH:18][cH:19][cH:20][cH:21]1)[cH:13][c:14]2=[O:15].[CH3:30][OH:31]>>[CH3:1][O:2][c:3]1[c:4]([OH:5])[c:6]([CH2:22][N:26]2[CH2:25][CH2:24][NH:29][CH2:28][CH2:27]2)[c:7]([OH:8])[c:9]2[c:10]1[o:11][c:12](-[c:16]1[cH:17][cH:18][cH:19][cH:20][cH:21]1)[cH:13][c:14]2=[O:15]. Reactants: CO[C@@H]([C@@H](C1=CC=CC=C1)OC)C1=CC=CC=C1 ((1R,2R)-1,2-dimethoxy-1,2-diphenylethane), C(C=CC1=CC=CC=C1)(=O)OC(C)(C)C (tert-butyl cinnamate), Cl[Si](C)(C)C (chlorotrimethylsilane), C(CCC)[Li] (n-butyllithium), C(C1=CC=CC=C1)N[Si](C)(C)C (N-benzyltrimethylsilylamine). Solvent: C1(=CC=CC=C1)C (toluene), C(Cl)(Cl)Cl (CHCl3), C1(=CC=CC=C1)C (toluene), C1(=CC=CC=C1)C (toluene). Conditions: time 0.5 hour. Product: C(C1=CC=CC=C1)NC(CC(=O)OC(C)(C)C)C1=CC=CC=C1 (tert-butyl 3-(benzylamino)-3-phenylpropanoate). Yield: 97.0%. RXN SMILES: C([Li])CCC.[CH2:6]([NH:13][Si](C)(C)C)[C:7]1[CH:12]=[CH:11][CH:10]=[CH:9][CH:8]=1.CO[C@H](C1C=CC=CC=1)[C@H](OC)C1C=CC=CC=1.[C:36]([O:46][C:47]([CH3:50])([CH3:49])[CH3:48])(=[O:45])[CH:37]=[CH:38][C:39]1[CH:44]=[CH:43][CH:42]=[CH:41][CH:40]=1.Cl[Si](C)(C)C>C1(C)C=CC=CC=1.C(Cl)(Cl)Cl>[CH2:6]([NH:13][CH:38]([C:39]1[CH:40]=[CH:41][CH:42]=[CH:43][CH:44]=1)[CH2:37][C:36]([O:46][C:47]([CH3:50])([CH3:49])[CH3:48])=[O:45])[C:7]1[CH:12]=[CH:11][CH:10]=[CH:9][CH:8]=1. Reported procedure: Under an argon atmosphere, n-butyllithium (0.9 mL, 1.6 M in hexane solution, 1.5 mmol) was added to a solution of N-benzyltrimethylsilylamine (0.3 mL, 1.5 mmol) in toluene (4 mL) at −78° C. over 5 min. After stirring for 0.5 hr, a solution of (1R,2R)-1,2-dimethoxy-1,2-diphenylethane (436 mg, 1.8 mmol) in toluene (2 mL) was added, and the mixture was stirred at −78° C. for 0.5 hr. Thereto was added a solution of tert-butyl cinnamate (204 mg, 1.0 mmol) and chlorotrimethylsilane (0.63 mL, 5.0 mmol)... The reactants are COCCC(=O)N(C)c1cc(COC2CCCCO2)ccc1C, CCO, Cc1ccc(S(=O)(=O)[O-])cc1, c1cc[nH+]cc1. Yields the product COCCC(=O)N(C)c1cc(CO)ccc1C. Reaction SMILES: [CH3:1][O:2][CH2:3][CH2:4][C:5](=[O:6])[N:7]([c:8]1[c:9]([CH3:22])[cH:10][cH:11][c:12]([CH2:14][O:15][CH:16]2[CH2:17][CH2:18][CH2:19][CH2:20][O:21]2)[cH:13]1)[CH3:23].[CH3:41][CH2:42][OH:43].[c:24]1([CH3:25])[cH:26][cH:27][c:28]([S:29]([O-:30])(=[O:31])=[O:32])[cH:33][cH:34]1.[nH+:35]1[cH:36][cH:37][cH:38][cH:39][cH:40]1>>[CH3:1][O:2][CH2:3][CH2:4][C:5](=[O:6])[N:7]([c:8]1[c:9]([CH3:22])[cH:10][cH:11][c:12]([CH2:14][OH:15])[cH:13]1)[CH3:23]. The reactants are COc1ccc(CN2c3ncccc3C(=O)N(C)c3cccnc32)cc1, O=C(O)C(F)(F)F. Yields the product CN1C(=O)c2cccnc2Nc2ncccc21. Reaction SMILES: [CH3:1][O:2][c:3]1[cH:4][cH:5][c:6]([CH2:7][N:10]2[c:11]3[c:12]([cH:23][cH:24][cH:25][n:26]3)[N:13]([CH3:22])[C:14](=[O:21])[c:15]3[c:16]2[n:17][cH:18][cH:19][cH:20]3)[cH:8][cH:9]1.[OH:27][C:28]([C:29]([F:30])([F:31])[F:32])=[O:33]>>[NH:10]1[c:11]2[c:12]([cH:23][cH:24][cH:25][n:26]2)[N:13]([CH3:22])[C:14](=[O:21])[c:15]2[c:16]1[n:17][cH:18][cH:19][cH:20]2. The reactants are COc1c(Br)ccc2[nH]ncc12, CC(=O)[O-], CC(=O)[O-], OB(O)c1ccc(OCc2ccccc2)c(F)c1, CCOC(C)=O, ClCCl, [Cu+2], c1ccncc1. The product is COc1c(Br)ccc2c1cnn2-c1ccc(OCc2ccccc2)c(F)c1. Reaction SMILES: [Br:1][c:2]1[c:3]([O:11][CH3:12])[c:4]2[cH:5][n:6][nH:7][c:8]2[cH:9][cH:10]1.[C:46]([O-:47])(=[O:48])[CH3:49].[C:51]([O-:52])(=[O:53])[CH3:54].[CH2:13]([c:14]1[cH:15][cH:16][cH:17][cH:18][cH:19]1)[O:20][c:21]1[c:22]([F:30])[cH:23][c:24]([B:27]([OH:28])[OH:29])[cH:25][cH:26]1.[CH3:40][CH2:41][O:42][C:43](=[O:44])[CH3:45].[Cl:37][CH2:38][Cl:39].[Cu+2:50].[cH:31]1[cH:32][cH:33][n:34][cH:35][cH:36]1>>[Br:1][c:2]1[c:3]([O:11][CH3:12])[c:4]2[cH:5][n:6][n:7](-[c:24]3[cH:23][c:22]([F:30])[c:21]([O:20][CH2:13][c:14]4[cH:15][cH:16][cH:17][cH:18][cH:19]4)[cH:26][cH:25]3)[c:8]2[cH:9][cH:10]1. Starting materials: O=C(O)c1c(C(F)(F)F)nnn1Cc1ccccc1, CC(C)CCNC(=O)c1ccc(N2CCNCC2)nn1. Product: CC(C)CCNC(=O)c1ccc(N2CCN(C(=O)c3c(C(F)(F)F)nnn3Cc3ccccc3)CC2)nn1. Reaction SMILES: [CH2:1]([c:2]1[cH:3][cH:4][cH:5][cH:6][cH:7]1)[n:8]1[n:9][n:10][c:11]([C:16]([F:17])([F:18])[F:19])[c:12]1[C:13](=[O:14])[OH:15].[CH3:20][CH:21]([CH2:22][CH2:23][NH:24][C:25](=[O:26])[c:27]1[n:28][n:29][c:30]([N:33]2[CH2:34][CH2:35][NH:36][CH2:37][CH2:38]2)[cH:31][cH:32]1)[CH3:39]>>[CH2:1]([c:2]1[cH:3][cH:4][cH:5][cH:6][cH:7]1)[n:8]1[n:9][n:10][c:11]([C:16]([F:17])([F:18])[F:19])[c:12]1[C:13](=[O:15])[N:36]1[CH2:35][CH2:34][N:33]([c:30]2[n:29][n:28][c:27]([C:25]([NH:24][CH2:23][CH2:22][CH:21]([CH3:20])[CH3:39])=[O:26])[cH:32][cH:31]2)[CH2:38][CH2:37]1.